Dataset: the Open Reaction Database (ORD), a public repository of structured organic reaction records. Task: describe an organic reaction: reactants, conditions, products, and yield Reactants: N(=[N+]=[N-])[C@@H]1C[C@H](C1)C(=O)O (trans 3-azidocyclobutanecarboxylic acid), C(C(=O)Cl)(=O)Cl (oxalyl chloride), acyl chloride. The reagents and catalysts are CN(C=O)C (N,N-dimethylformamide). The solvent is ClCCl (dichloromethane). Run at temperature 23 celsius. Yields the product N(=[N+]=[N-])[C@@H]1C[C@H](C1)C(=O)Cl (Trans 3-azidocyclobutanecarbonyl chloride). As a reaction SMILES: [N:1]([C@H:4]1[CH2:7][C@H:6]([C:8]([OH:10])=O)[CH2:5]1)=[N+:2]=[N-:3].C(Cl)(=O)C([Cl:14])=O>ClCCl.CN(C)C=O>[N:1]([C@H:4]1[CH2:7][C@H:6]([C:8]([Cl:14])=[O:10])[CH2:5]1)=[N+:2]=[N-:3]. Reported procedure: To a solution of trans 3-azidocyclobutanecarboxylic acid (0.58 g, 4.1 mmol) in dichloromethane (10 ml) was added oxalyl chloride (0.45 ml) followed by one drop of N,N-dimethylformamide. The reaction mixture was stirred at 23° C. until the evolution of gas ceased (~2 h) and the solvent was evaporated in vacuo leaving a slightly yellow oil; 0.63 g, 95%; ir (neat) νmax : 2100 (N3) and 1785 cm-1 (C--O of acyl chloride); 1Hmr (CDCl3) δ: 4.12 (1H, m, H-1), 3.6 (1H, m, H-3) and 3.1-2.1 ppm (4H, H-2, H-... The reactants are Cl (hydrochloric acid), dihydrochlorides, N1CCCC1 (pyrrolidine), CC1(N[C@@H](C[C@@H]1C1=CC=NC=C1)C1=CC=CC=C1)C (4-(cis-2,2-dimethyl-5-phenyl-3-pyrrolidinyl)-pyridine), [N+](=O)(O)[O-] (nitric acid), [OH-].[Na+] (sodium hydroxide), S(O)(O)(=O)=O (sulfuric acid). The solvent is CCOCC (ether), C(C)O (ethanol). Reaction conditions: time 1 hour. The product is Cl.Cl.CC1(N[C@@H](C[C@@H]1C1=CC=NC=C1)C1=CC(=CC=C1)[N+](=O)[O-])C (4-[cis-2,2-dimethyl-5-(m-nitrophenyl)-3-pyrrolidinyl]-pyridine dihydrochloride). As a reaction SMILES: [CH3:1][C:2]1([CH3:19])[C@@H:6]([C:7]2[CH:12]=[CH:11][N:10]=[CH:9][CH:8]=2)[CH2:5][C@@H:4]([C:13]2[CH:18]=[CH:17][CH:16]=[CH:15][CH:14]=2)[NH:3]1.S(=O)(=O)(O)O.[OH-].[Na+].N1CCCC1.[ClH:32].[N+:33]([O-])([OH:35])=[O:34]>CCOCC.C(O)C>[ClH:32].[ClH:32].[CH3:1][C:2]1([CH3:19])[C@@H:6]([C:7]2[CH:12]=[CH:11][N:10]=[CH:9][CH:8]=2)[CH2:5][C@@H:4]([C:13]2[CH:18]=[CH:17][CH:16]=[C:15]([N+:33]([O-:35])=[O:34])[CH:14]=2)[NH:3]1 |f:2.3,9.10.11|. Procedure details: 20 G. of 4-(cis-2,2-dimethyl-5-phenyl-3-pyrrolidinyl)-pyridine (racemate) are dissolved under cool temperatures (5°-10° C.) in concentrated nitric acid and 50 ml. of cool concentrated sulfuric acid are slowly added. Thereafter, the reaction mixture is stirred for about 1 hour at 10°-15° C. and then poured on ice. The pH of the reaction mixture is then adjusted to pH 8-9 with 3N sodium hydroxide, also in the cold, and exhaustively extracted with methylenechloride. The combined extracts are dried ... The reactants are CC(=O)O, CC1(C)Oc2ccc([N+](=O)[O-])cc2O1, O, O=[N+]([O-])O. Yields the product CC1(C)Oc2cc([N+](=O)[O-])c([N+](=O)[O-])cc2O1. RXN SMILES: [CH3:5][C:6](=[O:7])[OH:8].[CH3:9][C:10]1([CH3:22])[O:11][c:12]2[c:13]([cH:15][cH:16][c:17]([N+:19](=[O:20])[O-:21])[cH:18]2)[O:14]1.[OH2:23].[OH:1][N+:2]([O-:3])=[O:4]>>[N+:2]([O-:3])(=[O:4])[c:16]1[cH:15][c:13]2[c:12]([cH:18][c:17]1[N+:19](=[O:20])[O-:21])[O:11][C:10]([CH3:9])([CH3:22])[O:14]2. The reactants are OC(C)C=1C=C2N=CC=NC2=CC1 (6-(1-hydroxyethyl)quinoxaline), P(Br)(Br)Br (phosphorus tribromide). The solvent is CCOCC (ether), hexanes. Run at time 1 hour. The product is BrC(C)C=1C=C2N=CC=NC2=CC1 (6-(1-bromo-ethyl)-quinoxaline). The yield is 36.7%. Reaction SMILES: O[CH:2]([C:4]1[CH:5]=[C:6]2[C:11](=[CH:12][CH:13]=1)[N:10]=[CH:9][CH:8]=[N:7]2)[CH3:3].P(Br)(Br)[Br:15]>CCOCC>[Br:15][CH:2]([C:4]1[CH:5]=[C:6]2[C:11](=[CH:12][CH:13]=1)[N:10]=[CH:9][CH:8]=[N:7]2)[CH3:3]. Procedure: To a solution of 6-(1-hydroxyethyl)quinoxaline (0.4 g, 0.23 mMol) in ether (4 mL) and hexanes (2 mL) at zero degrees was added phosphorus tribromide (0.196 mL, 2.07 mMol) and the mixture stirred at zero degrees for one hour and then allowed to warm to room temperature. After two hours at room temperature the reaction mixture was poured over ice and then partitioned between ethyl acetate (100 mL) and water (100 mL). The aqueous layer was discarded and the organics washed with saturated sodium bic... Reactants: CCO, Cl, [H][H], [Pd], O=C(CCc1cccnc1)NCCCCC1CCN(C(c2ccccc2)c2ccccc2)CC1. Product: O=C(CCc1cccnc1)NCCCCC1CCNCC1. As a reaction SMILES: [CH3:38][CH2:39][OH:40].[ClH:35].[H:36][H:37].[Pd:41].[c:1]1([CH:2]([c:3]2[cH:4][cH:5][cH:6][cH:7][cH:29]2)[N:8]2[CH2:9][CH2:10][CH:11]([CH2:14][CH2:15][CH2:16][CH2:17][NH:18][C:19]([CH2:20][CH2:21][c:22]3[cH:23][n:24][cH:25][cH:26][cH:27]3)=[O:28])[CH2:12][CH2:13]2)[cH:30][cH:31][cH:32][cH:33][cH:34]1>>[NH:8]1[CH2:9][CH2:10][CH:11]([CH2:14][CH2:15][CH2:16][CH2:17][NH:18][C:19]([CH2:20][CH2:21][c:22]2[cH:23][n:24][cH:25][cH:26][cH:27]2)=[O:28])[CH2:12][CH2:13]1. Reactants: [H-].[Al+3].[Li+].[H-].[H-].[H-] (lithium aluminum hydride), [H-].[Al+3].[Li+].[H-].[H-].[H-] (lithium aluminum hydride), C(C)OC(=O)N1CC2=C(C(CC1)=O)C=CO2 (7-ethoxycarbonyl-5,6,7,8-tetrahydrofuro[2,3-c]azepin-4-one), ice. Run in C1CCOC1 (THF), C1CCOC1 (THF). The product is CN1CC2=C(C(CC1)O)C=CO2 (7-Methyl-5,6,7,8-tetrahydro-4H-furo[2,3-c]azepin-4-ol). Yield: 43.5%. Reaction SMILES: C(O[C:4]([N:6]1[CH2:12][CH2:11][C:10](=[O:13])[C:9]2[CH:14]=[CH:15][O:16][C:8]=2[CH2:7]1)=O)C.[H-].[Al+3].[Li+].[H-].[H-].[H-]>C1COCC1>[CH3:4][N:6]1[CH2:12][CH2:11][CH:10]([OH:13])[C:9]2[CH:14]=[CH:15][O:16][C:8]=2[CH2:7]1 |f:1.2.3.4.5.6|. Reported procedure: A solution of 1.38 g of 7-ethoxycarbonyl-5,6,7,8-tetrahydrofuro[2,3-c]azepin-4-one prepared in the step 5 in 30 mL of dry THF was slowly added by dropping into an ice-cooled solution of 0.29 g of lithium aluminum hydride in 20 mL of dry THF. The reaction solution was gradually heated followed by heating to reflux for 30 minutes. The reaction solution was cooled, an excess of lithium aluminum hydride was decomposed by gradual addition of ice thereto and the reaction solution was subjected to extr... Reactants: C1(=CC=C(C=C1)S(=O)(=O)NN)C (p-toluenesulfonhydrazide), ice, COC=1C(C=CC(C1)=O)=O (2 -methoxy-p-benzoquinone), ice, C1(=CC=C(C=C1)S(=O)(=O)NN)C (p-toluenesulfonhydrazide). Run in ClCCl (dichloromethane), ClCCl (dichloromethane). Conditions: temperature 0 celsius, time 1 hour. Product: [N+](=[N-])=C1C(=CC(C=C1)=O)OC (4-diazo-3-methoxy-2,5-cyclohexadien-1-one). Isolated yield 35.6%. Reaction SMILES: [CH3:1][O:2][C:3]1[C:4](=O)[CH:5]=[CH:6][C:7](=[O:9])[CH:8]=1.C1(C)C=CC(S([NH:20][NH2:21])(=O)=O)=CC=1>ClCCl>[N+:20](=[C:4]1[CH:5]=[CH:6][C:7](=[O:9])[CH:8]=[C:3]1[O:2][CH3:1])=[N-:21]. Reported procedure: An ice-cold soluton of 2 -methoxy-p-benzoquinone (69 mg, 0.5 mmol) in dichloromethane (2 ml) was added to an ice-cold solution of p-toluenesulfonhydrazide (102 mg, 0.55 mmol) in 2 ml of dichloromethane and the resulting solution was stirred at 0° C. for 1 hour. Additional p-toluenesulfonhydrazide (50 mg, 0.27 mmol) was added to the reaction mixture and the resulting mixture was stirred at 0° C. for two hours. The solvent was then removed under reduced pressure and the residue was chromatographed...